Dataset: the Open Reaction Database (ORD), a public repository of structured organic reaction records. Task: describe an organic reaction: reactants, conditions, products, and yield Procedure: A 100 ml round bottom flask fitted with a reflux condenser was charged with sodium 1,1,2-trimethyl-3-(3-sulfonatopropyl)-1H-benzo[e]indolium-6,8-disulfonate (3) (565 mg, 1 mmol), (E)-N—((Z)-2-bromo-3-(phenylamino)allylidene)benzenaminium bromide (5) (150 mg, 0.5 mmol), and pyridine (1 ml). Acetic anhydride (10 ml) was added to the flask, and the mixture was heated at 115° C. for 2 h, cooled to room temperature, and diluted with 25 ml of ethyl ether. The resulting dark blue dye precipitate was co... Conditions: temperature 115 celsius. Yields the product Br/C(/C=C/C1=[N+](C=2C=CC3=C(C2C1(C)C)C=C(C=C3S(=O)(=O)[O-])S(=O)(=O)[O-])CCCS(=O)(=O)[O-])=C\C=C/3\N(C=1C=CC2=C(C1C3(C)C)C=C(C=C2S(=O)(=O)[O-])S(=O)(=O)[O-])CCCS(=O)(=O)[O-].[Na+].[Na+].[Na+].[Na+].[Na+] (Sodium 2-((1E,3Z,5E)-3-Bromo-5-(1,1-dimethyl-6,8-disulfonato-3-(3-sulfonatopropyl)-1H-benzo[e]indol-2(3H)-ylidene)penta-1,3-dienyl)-1,1-dimethyl-3-(3-sulfonatopropyl)-1H-benzo[e]indolium-6,8-disulfonate). Run in C(C)OCC (ethyl ether). The yield is 50.0%. The reactants are CC1(C(=[N+](C=2C=CC3=C(C12)C=C(C=C3S(=O)(=O)[O-])S(=O)(=O)[O-])CCCS(=O)(=O)[O-])C)C.[Na+].[Na+] (Sodium 1,1,2-Trimethyl-3-(3-sulfonatopropyl)-1H-benzo[e]indolium-6,8-disulfonate), [Br-].Br\C(\C=[NH+]\C1=CC=CC=C1)=C/NC1=CC=CC=C1 ((E)-N—((Z)-2-Bromo-3-(phenylamino)allylidene)benzenaminium Bromide), N1=CC=CC=C1 (pyridine), C(C)(=O)OC(C)=O (Acetic anhydride). RXN SMILES: [CH3:1][C:2]1([CH3:31])[C:10]2[C:9]3[CH:11]=[C:12]([S:19]([O-:22])(=[O:21])=[O:20])[CH:13]=[C:14]([S:15]([O-:18])(=[O:17])=[O:16])[C:8]=3[CH:7]=[CH:6][C:5]=2[N+:4]([CH2:23][CH2:24][CH2:25][S:26]([O-:29])(=[O:28])=[O:27])=[C:3]1[CH3:30].[Na+:32].[Na+].[Br-:34].Br/[C:36](=[CH:45]\[NH:46][C:47]1[CH:52]=[CH:51][CH:50]=[CH:49][CH:48]=1)/[CH:37]=[NH+]/C1C=CC=CC=1.N1[CH:58]=[CH:57][CH:56]=[CH:55][CH:54]=1.C(O[C:63](=O)[CH3:64])(=O)C>C(OCC)C>[Br:34]/[C:55](=[CH:56]\[CH:57]=[C:58]1\[N:46]([CH2:45][CH2:36][CH2:37][S:19]([O-:22])(=[O:21])=[O:20])[C:47]2[CH:48]=[CH:49][C:50]3[C:64]([S:26]([O-:29])(=[O:28])=[O:27])=[CH:63][C:14]([S:15]([O-:18])(=[O:17])=[O:16])=[CH:13][C:51]=3[C:52]=2[C:2]\1([CH3:3])[CH3:1])/[CH:54]=[CH:30]/[C:3]1[C:2]([CH3:31])([CH3:1])[C:10]2[C:9]3[CH:11]=[C:12]([S:19]([O-:22])(=[O:20])=[O:21])[CH:13]=[C:14]([S:15]([O-:18])(=[O:16])=[O:17])[C:8]=3[CH:7]=[CH:6][C:5]=2[N+:4]=1[CH2:23][CH2:24][CH2:25][S:26]([O-:29])(=[O:28])=[O:27].[Na+:32].[Na+:32].[Na+:32].[Na+:32].[Na+:32] |f:0.1.2,3.4,8.9.10.11.12.13|. Starting materials: FC(CNC(NC1=NC(=NC=C1)SCCN1C(C=2C(C1=O)=CC=CC2)=O)=S)(F)F (4-[3-(2,2,2-trifluoroethyl)thioureido]-2-(2-phthalimidoethylthio)pyrimidine), N (ammonia), mercuric oxide. The solvent is CN(C=O)C (dimethylformamide). Reaction conditions: time 4 hour. Yields the product FC(CN=C(NC1=NC(=NC=C1)SCCN1C(C=2C(C1=O)=CC=CC2)=O)N)(F)F (4-[2-(2,2,2-trifluoroethyl)guanidino]-2-(2-phthalimidoethylthio)pyrimidine). RXN SMILES: [F:1][C:2]([F:29])([F:28])[CH2:3][NH:4][C:5](=S)[NH:6][C:7]1[CH:12]=[CH:11][N:10]=[C:9]([S:13][CH2:14][CH2:15][N:16]2[C:20](=[O:21])[C:19]3=[CH:22][CH:23]=[CH:24][CH:25]=[C:18]3[C:17]2=[O:26])[N:8]=1.[NH3:30]>CN(C)C=O>[F:1][C:2]([F:29])([F:28])[CH2:3][N:4]=[C:5]([NH2:30])[NH:6][C:7]1[CH:12]=[CH:11][N:10]=[C:9]([S:13][CH2:14][CH2:15][N:16]2[C:20](=[O:21])[C:19]3=[CH:22][CH:23]=[CH:24][CH:25]=[C:18]3[C:17]2=[O:26])[N:8]=1. Reported procedure: A mixture of 4-[3-(2,2,2-trifluoroethyl)thioureido]-2-(2-phthalimidoethylthio)pyrimidine (0.65 g.), dimethylformamide (10 ml.), ethanolic ammonia solution (5 ml.) and yellow mercuric oxide was stirred at room temperature for 4 hours. The mixture was filtered and the filtrate evaporated to dryness to give 4-[2-(2,2,2-trifluoroethyl)guanidino]-2-(2-phthalimidoethylthio)pyrimidine (0.62 g.), m.p. 192°-195°. Reactants: ClC=1C=C(C=CC1OCOC)CCC(=O)OCC (ethyl 3-(3-chloro-4-methoxymethoxyphenyl)propionate), [H-].[Al+3].[Li+].[H-].[H-].[H-] (lithium aluminum hydride). Yields the product ClC=1C=C(C=CC1OCOC)CCCO (3-(3-chloro-4-methoxymethoxyphenyl)propanol). Isolated yield 97.0%. As a reaction SMILES: [Cl:1][C:2]1[CH:3]=[C:4]([CH2:12][CH2:13][C:14](OCC)=[O:15])[CH:5]=[CH:6][C:7]=1[O:8][CH2:9][O:10][CH3:11].[H-].[Al+3].[Li+].[H-].[H-].[H-]>>[Cl:1][C:2]1[CH:3]=[C:4]([CH2:12][CH2:13][CH2:14][OH:15])[CH:5]=[CH:6][C:7]=1[O:8][CH2:9][O:10][CH3:11] |f:1.2.3.4.5.6|. Procedure details: In substantially the same manner as in Reference Example 82, ethyl 3-(3-chloro-4-methoxymethoxyphenyl)propionate was subjected to reduction with lithium aluminum hydride to obtain 3-(3-chloro-4-methoxymethoxyphenyl)propanol as an oil. The yield was 97%. The reactants are COC(C1=CC=C(C=C1)C(C)O)=O (methyl-4-(1-hydroxyethyl)benzoate), [OH-].[K+] (KOH). Run in Cl (HCl), C1CCOC1 (THF), CO (MeOH). Run at time 8 hour. Yields the product OC(C)C1=CC=C(C(=O)O)C=C1 (4-(1-hydroxyethyl)benzoic acid). Reaction SMILES: C[O:2][C:3](=[O:13])[C:4]1[CH:9]=[CH:8][C:7]([CH:10]([OH:12])[CH3:11])=[CH:6][CH:5]=1.[OH-].[K+]>C1COCC1.CO.Cl>[OH:12][CH:10]([C:7]1[CH:8]=[CH:9][C:4]([C:3]([OH:13])=[O:2])=[CH:5][CH:6]=1)[CH3:11] |f:1.2|. Reported procedure: To a solution of methyl-4-(1-hydroxyethyl)benzoate (2.00 g, 11.10 mmol) in a mixture of THF (20 mL) and MeOH (10 mL) was added 1 M KOH (13.32 mL, 13.32 mmol). After stirring at room temperature overnight, the solution was diluted with 2 N HCl and extracted with EtOAc (4×). The combined organic layers were dried (MgSO4) and evaporated to give 4-(1-hydroxyethyl)benzoic acid as a colorless solid. 1H NMR (DMSO-d6, 600 MHz) δ 7.86 (d, J=8.6 Hz, 2H), 7.43 (d, J=8.3 Hz, 2H), 4.75 (q, J=6.5 Hz, 1H), 1.3... Starting materials: C#CCCN(C(=O)OC(C)(C)C)C(=O)OC(C)(C)C, COC(=O)CC1Cc2ccc(OS(=O)(=O)C(F)(F)F)cc2NC1=O, CN1CCCC1, [Cu]I. The product is COC(=O)CC1Cc2ccc(C#CCCN(C(=O)OC(C)(C)C)C(=O)OC(C)(C)C)cc2NC1=O. RXN SMILES: [C:1]([CH3:2])([CH3:3])([CH3:4])[O:5][C:6](=[O:7])[N:8]([C:9](=[O:10])[O:11][C:12]([CH3:13])([CH3:14])[CH3:15])[CH2:16][CH2:17][C:18]#[CH:19].[CH3:20][O:21][C:22]([CH2:23][CH:24]1[C:25](=[O:42])[NH:26][c:27]2[cH:28][c:29]([O:34][S:35]([C:36]([F:37])([F:38])[F:39])(=[O:40])=[O:41])[cH:30][cH:31][c:32]2[CH2:33]1)=[O:43].[CH3:44][N:45]1[CH2:46][CH2:47][CH2:48][CH2:49]1.[Cu:50][I:51]>>[C:1]([CH3:2])([CH3:3])([CH3:4])[O:5][C:6](=[O:7])[N:8]([C:9](=[O:10])[O:11][C:12]([CH3:13])([CH3:14])[CH3:15])[CH2:16][CH2:17][C:18]#[C:19][c:29]1[cH:28][c:27]2[c:32]([cH:31][cH:30]1)[CH2:33][CH:24]([CH2:23][C:22]([O:21][CH3:20])=[O:43])[C:25](=[O:42])[NH:26]2. The reactants are C([O-])([O-])=O.[K+].[K+] (potassium carbonate), C(=O)=O (CO2), C(C=O)(=O)OC (Methyl glyoxylate), BrC(C(=O)OC)CO (methyl 2-bromo-3-hydroxypropionate). Solvent: CCCCCC (hexane). Run at time 8 hour. The product is O1C(OC(C1)C(=O)OC)C(=O)OC (Dimethyl 1,3-Dioxolane-2,4-Dicarboxylate). Isolated yield 21.4%. As a reaction SMILES: [C:1]([O:5][CH3:6])(=[O:4])[CH:2]=[O:3].Br[CH:8]([CH2:13][OH:14])[C:9]([O:11][CH3:12])=[O:10].C(=O)([O-])[O-].[K+].[K+].C(=O)=O>CCCCCC>[O:14]1[CH2:13][CH:8]([C:9]([O:11][CH3:12])=[O:10])[O:3][CH:2]1[C:1]([O:5][CH3:6])=[O:4] |f:2.3.4|. Reported procedure: Methyl glyoxylate 11.3 g (0.128 mol) and methyl 2-bromo-3-hydroxypropionate 31 g (0.129 mol) were mixed and the mildly exothermic reaction allowed to cool. The mixture was then treated with hexane (50 ml) and 17.8 g (0.129 mol) potassium carbonate. Evolution of CO2 was sluggish; the mixture was warmed to 45° and allowed to stir overnight. The work-up as described in Example 1 yielded after ether removal, 13.0 g of a light yellow liquid. Distillation in vacuo gave 5.2 g (21%) of the title compoun...